This data is from the Open Reaction Database (ORD), a public repository of structured organic reaction records. The task is: describe an organic reaction: reactants, conditions, products, and yield The reactants are O=CC1=CC(OC)=C(O)C=C1 (vanillin), C(CC(=O)O)(=O)O (malonic acid). Yields the product C(\C=C\C1=CC(OC)=C(O)C=C1)(=O)O (ferulic acid). Reaction SMILES: O=[CH:2][C:3]1[CH:11]=[CH:10][C:8]([OH:9])=[C:5]([O:6][CH3:7])[CH:4]=1.C(O)(=O)[CH2:13][C:14]([OH:16])=[O:15]>>[C:14]([OH:16])(=[O:15])/[CH:13]=[CH:2]/[C:3]1[CH:11]=[CH:10][C:8]([OH:9])=[C:5]([O:6][CH3:7])[CH:4]=1. Procedure: Ferulic acid is a compound contained, as an ester thereof, in natural substances, particularly plants such as rice and adlay and may be obtained as a purified product from such a plant or a synthesized product industrially obtained. A ferulic ester is obtained in a hydrous ethanol fraction after rice bran oil obtained from rice bran is partitioned with hydrous ethanol and hexane at room temperature under weakly alkaline conditions. Ferulic acid can be obtained by hydrolyzing the ferulic ester ob... Reactants: [NH4+].[NH4+].[NH4+].[NH4+].[NH4+].[NH4+].O.[OH-].[OH-].[OH-].O[W](=O)(=O)O[W](=O)(=O)O[W](=O)(=O)[O-].O[W](=O)(=O)O[W](=O)(=O)O[W](=O)(=O)O[W](=O)(=O)[O-].O[W](=O)(=O)O[W](=O)(=O)O[W](=O)(=O)O[W](=O)(=O)[O-].[W] (ammonium metatungstate), 1473K, ZrW2O8, [Zr] (zirconium). Run at temperature 60 celsius, time 1.5 hour. Yields the product solutions, [N+](=O)(O)[O-].[N+](=O)(O)[O-].O=[Zr] (zirconium oxynitrate), [NH4+].[NH4+].[NH4+].[NH4+].[NH4+].[NH4+].O.[OH-].[OH-].[OH-].O[W](=O)(=O)O[W](=O)(=O)O[W](=O)(=O)[O-].O[W](=O)(=O)O[W](=O)(=O)O[W](=O)(=O)O[W](=O)(=O)[O-].O[W](=O)(=O)O[W](=O)(=O)O[W](=O)(=O)O[W](=O)(=O)[O-].[W] (ammonium metatungstate). RXN SMILES: [NH4+:1].[NH4+].[NH4+].[NH4+].[NH4+].[NH4+].[OH2:7].[OH-:8].[OH-:9].[OH-].[OH:11][W:12]([O:15][W:16]([O:19][W:20]([O-:23])(=[O:22])=[O:21])(=[O:18])=[O:17])(=[O:14])=[O:13].[OH:24][W:25]([O:28][W:29]([O:32][W:33]([O:36][W:37]([O-:40])(=[O:39])=[O:38])(=[O:35])=[O:34])(=[O:31])=[O:30])(=[O:27])=[O:26].[OH:41][W:42]([O:45][W:46]([O:49][W:50]([O:53][W:54]([O-:57])(=[O:56])=[O:55])(=[O:52])=[O:51])(=[O:48])=[O:47])(=[O:44])=[O:43].[W:58].[Zr:59]>>[N+:1]([O-:9])([OH:8])=[O:7].[N+:1]([O-:9])([OH:8])=[O:7].[O:7]=[Zr:59].[NH4+:1].[NH4+:1].[NH4+:1].[NH4+:1].[NH4+:1].[NH4+:1].[OH2:11].[OH-:24].[OH-:41].[OH-:11].[OH:23][W:20]([O:19][W:16]([O:15][W:12]([O-:14])(=[O:11])=[O:13])(=[O:18])=[O:17])(=[O:21])=[O:22].[OH:27][W:25]([O:28][W:29]([O:32][W:33]([O:36][W:37]([O-:40])(=[O:38])=[O:39])(=[O:35])=[O:34])(=[O:30])=[O:31])(=[O:24])=[O:26].[OH:44][W:42]([O:45][W:46]([O:49][W:50]([O:53][W:54]([O-:57])(=[O:55])=[O:56])(=[O:52])=[O:51])(=[O:47])=[O:48])(=[O:41])=[O:43].[W:58] |f:0.1.2.3.4.5.6.7.8.9.10.11.12.13,15.16.17,18.19.20.21.22.23.24.25.26.27.28.29.30.31|. Procedure details: This example describes a low temperature method for the bulk synthesis of fine particle, crystalline ZrW2O8. 0.5M solutions of zirconium oxynitrate and ammonium metatungstate were prepared. 200ml of ammonium metatungstate solution were heated to 60° C. in a 2.0 L beaker. 100 ml of the zirconium salt solution were added to the breaker with a burette, and the mixture was stirred using mechanical stirring. The addition took approximately 1.5 hours. The addition was drop wise with very good stirring...